From a dataset of the Open Reaction Database (ORD), a public repository of structured organic reaction records. describe an organic reaction: reactants, conditions, products, and yield Reactants: NC1=CC(=C(C(=C1C(=O)OC)OC)OC)OC (methyl 6-amino-2,3,4-tris(methyloxy)benzoate), C(C)(=O)O.C(=N)N (formamidine acetate). The solvent is COCCO (2-methoxyethanol). Product: COC1=C2C(N=CNC2=CC(=C1OC)OC)=O (5,6,7-tris(methyloxy)-4(1H)-quinazolinone). The yield is 35.6%. Reaction SMILES: [NH2:1][C:2]1[C:7]([C:8](OC)=[O:9])=[C:6]([O:12][CH3:13])[C:5]([O:14][CH3:15])=[C:4]([O:16][CH3:17])[CH:3]=1.C(O)(=O)C.[CH:22](N)=[NH:23]>COCCO>[CH3:13][O:12][C:6]1[C:5]([O:14][CH3:15])=[C:4]([O:16][CH3:17])[CH:3]=[C:2]2[C:7]=1[C:8](=[O:9])[N:23]=[CH:22][NH:1]2 |f:1.2|. Procedure details: A solution of methyl 6-amino-2,3,4-tris(methyloxy)benzoate (2.87 g, 11.90 mmol) and formamidine acetate (3.72 g, 35.7 mmol) in 2-methoxyethanol (25 mL) was stirred at 125° C. for 2 hrs before being concentrated. The residue was suspended in water and the solid was collected by filtration, washed with water, and dried under vacuum (45° C.) to give 5,6,7-tris(methyloxy)-4(1H)-quinazolinone (1 g, 34%) as a light brown solid. MS (m/z) 237.1 (M+H+). Reactants: N1(CCNCC1)C(=O)OCC1=CC=CC=C1 (benzyl N-piperazinecarboxylate), CSC(=NC#N)SC (dimethyl cyanodithioiminocarbonate), O.NN (hydrazine hydrate). Solvent: C(C)#N (acetonitrile). The product is NC=1NC(=NN1)N1CCN(CC1)C(=O)OCC1=CC=CC=C1 (4-(5-Amino-4H-1,2,4-triazol-3-yl)-1-piperazinecarboxylic acid, benzyl ester). Yield: 82.4%. Reaction SMILES: [N:1]1([C:7]([O:9][CH2:10][C:11]2[CH:16]=[CH:15][CH:14]=[CH:13][CH:12]=2)=O)[CH2:6][CH2:5][NH:4][CH2:3][CH2:2]1.CS[C:19](SC)=[N:20][C:21]#[N:22].[OH2:25].[NH2:26][NH2:27]>C(#N)C>[NH2:22][C:21]1[NH:20][C:19]([N:4]2[CH2:5][CH2:6][N:1]([C:7]([O:9][CH2:10][C:11]3[CH:16]=[CH:15][CH:14]=[CH:13][CH:12]=3)=[O:25])[CH2:2][CH2:3]2)=[N:26][N:27]=1 |f:2.3|. Reported procedure: As for Example 3, a mixture of 66.0 g (0.3 moles) of benzyl N-piperazinecarboxylate and 43.8 g (0.3 moles) of dimethyl cyanodithioiminocarbonate in 300 ml of acetonitrile was refluxed for 16 hours. After cooling, filtration and washing, 16.0 ml (0.32 moles) of hydrazine hydrate was added to the filtrate and the mixture was refluxed for 4 hours. Cooling, filtration, and washing with cold acetonitrile, then hexane gave 74.7 g of the desired product as colorless crystals, mp 157°-159° C. Starting materials: CC(C)(C)N(C(=O)[O-])C(Cc1cccc(OC(F)(F)C(F)F)c1)C(O)c1ccc(F)nc1, O=C(O)C(F)(F)F. Product: NC(Cc1cccc(OC(F)(F)C(F)F)c1)C(O)c1ccc(F)nc1. As a reaction SMILES: [CH3:1][C:2]([N:5]([C:3](=[O:4])[O-:6])[CH:9]([CH:10]([OH:11])[c:12]1[cH:13][n:14][c:15]([F:18])[cH:16][cH:17]1)[CH2:19][c:20]1[cH:21][c:22]([O:26][C:27]([CH:28]([F:29])[F:30])([F:31])[F:32])[cH:23][cH:24][cH:25]1)([CH3:7])[CH3:8].[OH:33][C:34]([C:35]([F:36])([F:37])[F:38])=[O:39]>>[NH2:5][CH:9]([CH:10]([OH:11])[c:12]1[cH:13][n:14][c:15]([F:18])[cH:16][cH:17]1)[CH2:19][c:20]1[cH:21][c:22]([O:26][C:27]([CH:28]([F:29])[F:30])([F:31])[F:32])[cH:23][cH:24][cH:25]1. Starting materials: CC(C)C(C(C(C)C)=O)=O (2,5-dimethyl-3,4-hexanedione), C1(C(CCCC1)N)N (1,2-cyclohexanediamine), O (water). Run in C(C)(=O)O (acetic acid). Product: C(C)(C)C1=NC=2CCCCC2N=C1C(C)C (5,6,7,8-tetrahydro-2,3-diisopropylquinoxaline). As a reaction SMILES: [CH3:1][CH:2]([C:4](=O)[C:5](=O)[CH:6]([CH3:8])[CH3:7])[CH3:3].[CH:11]1([NH2:18])[CH2:16][CH2:15][CH2:14][CH2:13][CH:12]1[NH2:17].O>C(O)(=O)C>[CH:2]([C:4]1[C:5]([CH:6]([CH3:8])[CH3:7])=[N:18][C:11]2[CH2:16][CH2:15][CH2:14][CH2:13][C:12]=2[N:17]=1)([CH3:3])[CH3:1]. Reported procedure: 8.7 g of 2,5-dimethyl-3,4-hexanedione and 11.2 ml of 1,2-cyclohexanediamine were dissolved in 20 ml of acetic acid. The obtained solution was heated under reflux for 30 hours, cooled by allowing to stand, and poured into water, followed by the extraction with ethyl acetate. The organic phase was washed with a saturated aqueous solution of sodium hydrogencarbonate and a saturated aqueous solution of common salt, dried over anhydrous magnesium sulfate, and concentrated in a vacuum. The obtained re... The reactants are C(C)N(CC[C@H]1[C@@H](CC2=CC=CC=C2C1)O)CC (trans-3-[2-(diethylamino)ethyl]-1,2,3,4-tetrahydro-2-naphthalenol), N (NH3), N (NH3), CCO (EtOH). Solvent: CCOCC (ether). Run at time 10 minute. The product is CN(CC[C@H]1[C@@H](CC=2CC=CCC2C1)O)C (trans-3-[2-(Dimethylamino)ethyl]-1,2,3,4,5,8-hexahydro-2-naphthalenol). Reaction SMILES: [CH2:1]([N:3]([CH2:17]C)[CH2:4][CH2:5][C@@H:6]1[CH2:15][C:14]2[C:9](=[CH:10][CH:11]=[CH:12][CH:13]=2)[CH2:8][C@H:7]1[OH:16])C.N.CCO>CCOCC>[CH3:17][N:3]([CH3:1])[CH2:4][CH2:5][C@@H:6]1[CH2:15][C:14]2[CH2:13][CH:12]=[CH:11][CH2:10][C:9]=2[CH2:8][C@H:7]1[OH:16]. Procedure details: A solution of 14.6 g (66.6 mmol) of trans-3-[2-(diethylamino)ethyl]-1,2,3,4-tetrahydro-2-naphthalenol (prepared as in Example 10) in 125 ml of ether is added to 1 liter of NH3 (liquid). To this stirred solution is added 10 l g of Li in pieces over 10 minutes. When the addition is complete, the reaction mixture is stirred for 30 minutes, after which time absolute EtOH (~ 150 ml) is added dropwise until the blue color is discharged. The NH3 is then allowed to evaporate, the residue is diluted with... Starting materials: COC(=O)CCC(=O)[O-], O=S(Cl)Cl. Yields the product COC(=O)CCC(=O)[O-], [Cl-]. As a reaction SMILES: [C:1]([CH2:2][CH2:3][C:4](=[O:5])[O-:6])(=[O:7])[O:8][CH3:9].[S:10]([Cl:11])([Cl:12])=[O:13]>>[C:1]([CH2:2][CH2:3][C:4](=[O:5])[O-:6])(=[O:7])[O:8][CH3:9].[Cl-:12]. Starting materials: CN(C)C=O (DMF), OC=1C=C(C=O)C=C(C1)OC (3-hydroxy-5-methoxybenzaldehyde), N1C=NC=C1 (imidazole), Cl[Si](C(C)C)(C(C)C)C(C)C (chlorotriisopropylsilane). The solvent is C(C)(=O)OCC (ethyl acetate), O (Water). Run at time 30 minute. The product is COC=1C=C(C=O)C=C(C1)O[Si](C(C)C)(C(C)C)C(C)C (3-methoxy-5-triisopropylsilanyloxybenzaldehyde). Reaction SMILES: CN(C=O)C.[OH:6][C:7]1[CH:8]=[C:9]([CH:12]=[C:13]([O:15][CH3:16])[CH:14]=1)[CH:10]=[O:11].N1C=CN=C1.Cl[Si:23]([CH:30]([CH3:32])[CH3:31])([CH:27]([CH3:29])[CH3:28])[CH:24]([CH3:26])[CH3:25]>C(OCC)(=O)C.O>[CH3:16][O:15][C:13]1[CH:12]=[C:9]([CH:8]=[C:7]([O:6][Si:23]([CH:30]([CH3:32])[CH3:31])([CH:27]([CH3:29])[CH3:28])[CH:24]([CH3:26])[CH3:25])[CH:14]=1)[CH:10]=[O:11]. Procedure: To a 50 ml DMF solution containing 2.8 g of 3-hydroxy-5-methoxybenzaldehyde [CAS No. 57179-35-8] there were added 2.5 g of imidazole and 5.9 ml of chlorotriisopropylsilane. The mixture was stirred at room temperature for 14 hours and 30 minutes. Water was added to the reaction mixture and extraction was performed with ethyl acetate. The organic layer was washed with ice-cooled 1N hydrochloric acid, water and saturated brine and then dried over anhydrous magnesium sulfate. The desiccating agent w... Starting materials: Cl.ClC1=CC=C(C=C1)C(C=1C=CC2=C(N(N=N2)C)C1)NN ((-)-6-[(4-chlorophenyl)-hydrazinomethyl]-1-methyl-1H-benzotriazole monohydrochloride), [OH-].[Na+] (sodium hydroxide). The solvent is ClCCl (dichloromethane), O (water). Conditions: time 15 minute. The product is ClC1=CC=C(C=C1)NNCC=1C=CC2=C(N(N=N2)C)C1 ((-)-6-[(4-chlorophenyl)hydrazinomethyl]-1-methyl-1H-benzotriazole). RXN SMILES: [ClH:1].ClC1C=CC([CH:9]([NH:20][NH2:21])[C:10]2[CH:11]=[CH:12][C:13]3[N:17]=[N:16][N:15]([CH3:18])[C:14]=3[CH:19]=2)=CC=1.[OH-].[Na+]>ClCCl.O>[Cl:1][C:10]1[CH:11]=[CH:12][C:13]([NH:21][NH:20][CH2:9][C:10]2[CH:11]=[CH:12][C:13]3[N:17]=[N:16][N:15]([CH3:18])[C:14]=3[CH:19]=2)=[CH:14][CH:19]=1 |f:0.1,2.3|. Procedure: To a suspension of 8.1 g of intermediate 2-b in 60 ml of dichloromethane was added a solution of 1 g sodium hydroxide in 15 ml of water. The whole was stirred for 15 min., then the organic layer was separated and evaporated. The residue and 1.4 g of potassium hydroxide were refluxed in 50 ml ethanol for 3 hours, yielding (-)-6-[(4-chlorophenyl)hydrazinomethyl]-1-methyl-1H-benzotriazole (interm. 2-c); enantiomeric excess: 20%. Starting materials: CON=C(C(=O)NC1C(=O)N2C(C(=O)OC(c3ccccc3)c3ccccc3)=C(OS(=O)(=O)C(F)(F)F)CCC12)c1nsc(N)n1, Sc1ccncc1. Yields the product CON=C(C(=O)NC1C(=O)N2C(C(=O)OC(c3ccccc3)c3ccccc3)=C(Sc3ccncc3)CCC12)c1nsc(N)n1. RXN SMILES: [CH:1]([c:2]1[cH:3][cH:4][cH:5][cH:6][cH:7]1)([c:8]1[cH:9][cH:10][cH:11][cH:12][cH:13]1)[O:14][C:15](=[O:16])[C:17]1=[C:24]([O:25][S:26]([C:27]([F:28])([F:29])[F:30])(=[O:31])=[O:32])[CH2:23][CH2:22][CH:21]2[N:18]1[C:19](=[O:46])[CH:20]2[NH:33][C:34]([C:35](=[N:36][O:37][CH3:38])[c:39]1[n:40][s:41][c:42]([NH2:44])[n:43]1)=[O:45].[n:47]1[cH:48][cH:49][c:50]([SH:53])[cH:51][cH:52]1>>[CH:1]([c:2]1[cH:3][cH:4][cH:5][cH:6][cH:7]1)([c:8]1[cH:9][cH:10][cH:11][cH:12][cH:13]1)[O:14][C:15](=[O:16])[C:17]1=[C:24]([S:53][c:50]2[cH:49][cH:48][n:47][cH:52][cH:51]2)[CH2:23][CH2:22][CH:21]2[N:18]1[C:19](=[O:46])[CH:20]2[NH:33][C:34]([C:35](=[N:36][O:37][CH3:38])[c:39]1[n:40][s:41][c:42]([NH2:44])[n:43]1)=[O:45]. Reactants: S(=O)(Cl)Cl (thionyl chloride), C1(=CC=CC=C1)CCCN1C[C@@H]([C@@H](CC1)CCC(C1=CC=NC2=CC=C(C=C12)OC)O)C(=O)OC (methyl (3R,4R)-1-(3-phenylpropyl)-4-[3-(R,S)-hydroxy-3-(6-methoxyquinolin-4-yl)-propyl]piperidine-3-carboxylate). The solvent is C(Cl)(Cl)Cl (chloroform). Run at temperature 0 celsius, time 2 hour. Yields the product C1(=CC=CC=C1)CCCN1C[C@@H]([C@@H](CC1)CCC(C1=CC=NC2=CC=C(C=C12)OC)Cl)C(=O)OC (methyl (3R,4R)-1-(3-phenylpropyl)-4-[3-(R,S)-chloro-3-(6-methoxyquinolin-4-yl)propyl]piperidine-3-carboxylate). As a reaction SMILES: S(Cl)([Cl:3])=O.[C:5]1([CH2:11][CH2:12][CH2:13][N:14]2[CH2:19][CH2:18][C@@H:17]([CH2:20][CH2:21][CH:22](O)[C:23]3[C:32]4[C:27](=[CH:28][CH:29]=[C:30]([O:33][CH3:34])[CH:31]=4)[N:26]=[CH:25][CH:24]=3)[C@@H:16]([C:36]([O:38][CH3:39])=[O:37])[CH2:15]2)[CH:10]=[CH:9][CH:8]=[CH:7][CH:6]=1>C(Cl)(Cl)Cl>[C:5]1([CH2:11][CH2:12][CH2:13][N:14]2[CH2:19][CH2:18][C@@H:17]([CH2:20][CH2:21][CH:22]([Cl:3])[C:23]3[C:32]4[C:27](=[CH:28][CH:29]=[C:30]([O:33][CH3:34])[CH:31]=4)[N:26]=[CH:25][CH:24]=3)[C@@H:16]([C:36]([O:38][CH3:39])=[O:37])[CH2:15]2)[CH:10]=[CH:9][CH:8]=[CH:7][CH:6]=1. Reported procedure: 0.46 cm3 of thionyl chloride was added dropwise to a solution of 1 g of methyl (3R,4R)-1-(3-phenylpropyl)-4-[3-(R,S)-hydroxy-3-(6-methoxyquinolin-4-yl)-propyl]piperidine-3-carboxylate in 15 cm3 of chloroform while maintaining the temperature at 0° C. The reaction mixture was allowed to return to a temperature in the region of 20° C. with stirring over 2 hours. The reaction mixture was subsequently concentrated under reduced pressure (5 kPa) at a temperature in the region of 50° C. The residue wa...